Dataset: the Open Reaction Database (ORD), a public repository of structured organic reaction records. Task: describe an organic reaction: reactants, conditions, products, and yield Reported procedure: In order to determine the enantiomeric excess, (1S,2R,3S,4R)-3-amino-bicyclo[2.2.1]heptane-2-carboxylic acid ethyl ester was derivatized to the (S)-mandelate salt as follows: To a solution of (1S,2R,3S,4R)-3-amino-bicyclo[2.2.1]heptane-2-carboxylic acid ethyl ester (34.2 mg, 0.187 mmol) in ethyl acetate (1 mL) was added (S)-α-hydroxyphenylacetic acid (28.7 mg, 0.187 mmol) and the mixture was stirred at 25° C. for 0.5 h. The solid was filtered and dried under high vacuum to afford (1R,2S,3R,4S)-3... As a reaction SMILES: [CH2:1]([O:3][C:4]([C@H:6]1[C@@H:11]([NH2:12])[C@H:10]2[CH2:13][C@@H:7]1[CH2:8][CH2:9]2)=[O:5])[CH3:2].[C:14]([O-:24])(=[O:23])[C@H:15]([C:17]1[CH:22]=[CH:21][CH:20]=[CH:19][CH:18]=1)[OH:16].O[C@@H](C1C=CC=CC=1)C(O)=O>C(OCC)(=O)C>[OH:16][C@@H:15]([C:17]1[CH:22]=[CH:21][CH:20]=[CH:19][CH:18]=1)[C:14]([O-:24])=[O:23].[CH2:1]([O:3][C:4]([C@@H:6]1[C@@H:7]2[CH2:13][C@@H:10]([CH2:9][CH2:8]2)[C@@H:11]1[NH3+:12])=[O:5])[CH3:2] |f:4.5|. Starting materials: C(C)OC(=O)[C@@H]1[C@H]2CC[C@@H]([C@@H]1N)C2 ((1S,2R,3S,4R)-3-amino-bicyclo[2.2.1]heptane-2-carboxylic acid ethyl ester), O[C@H](C(=O)O)C1=CC=CC=C1 ((S)-α-hydroxyphenylacetic acid), C(C)OC(=O)[C@@H]1[C@H]2CC[C@@H]([C@@H]1N)C2 ((1S,2R,3S,4R)-3-amino-bicyclo[2.2.1]heptane-2-carboxylic acid ethyl ester), C([C@@H](O)C1=CC=CC=C1)(=O)[O-] ((S)-mandelate). Run in C(C)(=O)OCC (ethyl acetate). The yield is 18.0%. Run at temperature 25 celsius, time 0.5 hour. The product is O[C@H](C(=O)[O-])C1=CC=CC=C1.C(C)OC(=O)[C@H]1[C@H]([C@@H]2CC[C@H]1C2)[NH3+] ((1R,2S,3R,4S)-3-ethoxycarbonyl-bicyclo[2.2.1]hept-2-yl-aminium (S)-α-hydroxyphenylacetate). The reactants are O (water), C(C1=CC=CC=C1)C1=CC=C(C(C=O)=C1)O (5-benzylsalicylaldehyde), BrC(C(=O)OCC)C(=O)OCC (diethyl bromomalonate), C([O-])([O-])=O.[K+].[K+] (potassium carbonate). Run in CC(CC)=O (2-butanone). Yields the product C(C1=CC=CC=C1)C=1C=CC2=C(C=C(O2)C(=O)OCC)C1 (1--Ethyl 5-benzylbenzofuran-2-carboxylate). As a reaction SMILES: [CH2:1]([C:8]1[CH:15]=[C:12]([CH:13]=O)[C:11]([OH:16])=[CH:10][CH:9]=1)[C:2]1[CH:7]=[CH:6][CH:5]=[CH:4][CH:3]=1.C(=O)([O-])[O-].[K+].[K+].Br[CH:24](C(OCC)=O)[C:25]([O:27][CH2:28][CH3:29])=[O:26].O>CC(=O)CC>[CH2:1]([C:8]1[CH:9]=[CH:10][C:11]2[O:16][C:24]([C:25]([O:27][CH2:28][CH3:29])=[O:26])=[CH:13][C:12]=2[CH:15]=1)[C:2]1[CH:7]=[CH:6][CH:5]=[CH:4][CH:3]=1 |f:1.2.3|. Procedure details: 6.9 g of 1A was dissolved in 130 ml of 2-butanone. The solution was heated to reflux and 8.1 g of potassium carbonate was added. Then 7.8 g of diethyl bromomalonate was added, drop-by-drop over a 10-minute period. The mixture was stirred at reflux for 58 hours, then was cooled and filtered. The filtrate was concentrated under reduced pressure to leave an oil, which was poured into water. The mixture was extracted with ether. The extract was washed with 5% sodium hydroxide solution, then with wat... RXN SMILES: [Cl:1][C:2]1[CH:7]=[CH:6][C:5]([C:8]2[CH:13]=[CH:12][C:11]([C:14]#[C:15][C:16]([OH:18])=O)=[CH:10][CH:9]=2)=[CH:4][CH:3]=1.Cl.[CH:20]1([CH2:26][NH:27][CH2:28][C:29]2[CH:34]=[CH:33][C:32]([NH2:35])=[CH:31][CH:30]=2)[CH2:25][CH2:24][CH2:23][CH2:22][CH2:21]1>ClCCl.CO>[CH:20]1([CH2:26][NH:27][CH2:28][C:29]2[CH:34]=[CH:33][C:32]([NH:35][C:16](=[O:18])[C:15]#[C:14][C:11]3[CH:10]=[CH:9][C:8]([C:5]4[CH:4]=[CH:3][C:2]([Cl:1])=[CH:7][CH:6]=4)=[CH:13][CH:12]=3)=[CH:31][CH:30]=2)[CH2:25][CH2:24][CH2:23][CH2:22][CH2:21]1 |f:1.2,3.4|. Starting materials: ClC1=CC=C(C=C1)C1=CC=C(C=C1)C#CC(=O)O ((4′-chlorobiphenyl-4-yl)propynoic acid), Cl.C1(CCCCC1)CNCC1=CC=C(C=C1)N (4-[(cyclohexylmethylamino)methyl]phenylamine hydrochloride). Reported procedure: Prepared analogously to Example 3.8. from (4′-chlorobiphenyl-4-yl)propynoic acid and 4-[(cyclohexylmethylamino)methyl]phenylamine hydrochloride. Yield: 60 mg (13% of theory); melting point: 205° C.-210° C.; C29H29ClN2O (M=457.01); calc.: molecular ion peak (M+H)+: 457/459 (Cl); found: molecular ion peak (M+H)+: 457/459 (Cl); Rf value: 0.60 (silica gel, dichloromethane/methanol (90:10)). Product: C1(CCCCC1)CNCC1=CC=C(C=C1)NC(C#CC1=CC=C(C=C1)C1=CC=C(C=C1)Cl)=O (3-(4′-chlorobiphenyl-4-yl)propynoic acid-{4-[(cyclohexylmethylamino)methyl]phenyl}amide). The solvent is ClCCl.CO (dichloromethane methanol). Starting materials: ice water, B(Br)(Br)Br (boron tribromide), COC1=CC(=C(C(=O)O)C=C1)C1=CC=C(C=C1)F (4-methoxy-2-(4-fluorophenyl)benzoic acid). Run in ClCCl (dichloromethane), ClCCl (dichloromethane). Run at temperature 0 celsius, time 1 hour. The product is OC1=CC(=C(C(=O)O)C=C1)C1=CC=C(C=C1)F (4-hydroxy-2-(4-fluorophenyl)benzoic acid). The yield is 66.8%. As a reaction SMILES: B(Br)(Br)Br.C[O:6][C:7]1[CH:15]=[CH:14][C:10]([C:11]([OH:13])=[O:12])=[C:9]([C:16]2[CH:21]=[CH:20][C:19]([F:22])=[CH:18][CH:17]=2)[CH:8]=1>ClCCl>[OH:6][C:7]1[CH:15]=[CH:14][C:10]([C:11]([OH:13])=[O:12])=[C:9]([C:16]2[CH:21]=[CH:20][C:19]([F:22])=[CH:18][CH:17]=2)[CH:8]=1. Procedure details: A solution of boron tribromide (0.066 mol) in dichloromethane (66 ml) was added dropwise to a solution of 4-methoxy-2-(4-fluorophenyl)benzoic acid (7.7 g; 0.029 mol) in dried dichloromethane (215 ml) under argon at 0° C. The reaction was stirred for 1 hour at 0° C. and allowed to warm to ambient temperature and stirred for a further 16 hours. It was then poured into ice water and extracted with firstly dichloromethane then with ethyl acetate. The combined organic extracts were washed with satura... Reactants: NC1=NC(=NC=C1C(=O)C1=CC=C(C=C1)OC)S(=O)CC ((4-amino-2-ethanesulfinyl-pyrimidin-5-yl)-(4-methoxy-phenyl)-methanone), FC(C(=O)O)(F)F.CS(=O)(=O)N1CCC(CC1)N (1-methanesulfonyl-piperidin-4-ylamine; compound with trifluoroacetic acid). The product is NC1=NC(=NC=C1C(=O)C1=CC=C(C=C1)OC)NC1CCN(CC1)S(=O)(=O)C ([4-amino-2-(1-methanesulfonyl-piperidin-4-ylamino)-pyrimidin-5-yl]-(4-methoxy-phenyl)-methanone). As a reaction SMILES: [NH2:1][C:2]1[C:7]([C:8]([C:10]2[CH:15]=[CH:14][C:13]([O:16][CH3:17])=[CH:12][CH:11]=2)=[O:9])=[CH:6][N:5]=[C:4](S(CC)=O)[N:3]=1.FC(F)(F)C(O)=O.[CH3:29][S:30]([N:33]1[CH2:38][CH2:37][CH:36]([NH2:39])[CH2:35][CH2:34]1)(=[O:32])=[O:31]>>[NH2:1][C:2]1[C:7]([C:8]([C:10]2[CH:11]=[CH:12][C:13]([O:16][CH3:17])=[CH:14][CH:15]=2)=[O:9])=[CH:6][N:5]=[C:4]([NH:39][CH:36]2[CH2:37][CH2:38][N:33]([S:30]([CH3:29])(=[O:32])=[O:31])[CH2:34][CH2:35]2)[N:3]=1 |f:1.2|. Reported procedure: The same procedure as described in Example 326 was used, starting with (4-amino-2-ethanesulfinyl-pyrimidin-5-yl)-(4-methoxy-phenyl)-methanone (Example 358) and 1-methanesulfonyl-piperidin-4-ylamine; compound with trifluoroacetic acid (Example 162) to give [4-amino-2-(1-methanesulfonyl-piperidin-4-ylamino)-pyrimidin-5-yl]-(4-methoxy-phenyl)-methanone. MS (M+H)+, 406 Reaction SMILES: [CH2:38]1[CH2:39][O:40][CH2:41][CH2:42][NH:43]1.[Cl:1][c:2]1[cH:3][cH:4][c:5]2[c:6]([n:7]1)[O:8][c:9]1[c:10]([cH:23][cH:24][c:25](-[c:27]3[cH:28][cH:29][c:30]([C:31](=[O:32])[N:33]([CH3:34])[CH3:35])[cH:36][cH:37]3)[n:26]1)[CH:11]2[C:12]([C:13]([NH:14][c:15]1[s:16][cH:17][n:18][n:19]1)=[O:20])([CH3:21])[CH3:22]>>[c:2]1([N:43]2[CH2:38][CH2:39][O:40][CH2:41][CH2:42]2)[cH:3][cH:4][c:5]2[c:6]([n:7]1)[O:8][c:9]1[c:10]([cH:23][cH:24][c:25](-[c:27]3[cH:28][cH:29][c:30]([C:31](=[O:32])[N:33]([CH3:34])[CH3:35])[cH:36][cH:37]3)[n:26]1)[CH:11]2[C:12]([C:13]([NH:14][c:15]1[s:16][cH:17][n:18][n:19]1)=[O:20])([CH3:21])[CH3:22]. Reactants: C1COCCN1, CN(C)C(=O)c1ccc(-c2ccc3c(n2)Oc2nc(Cl)ccc2C3C(C)(C)C(=O)Nc2nncs2)cc1. The product is CN(C)C(=O)c1ccc(-c2ccc3c(n2)Oc2nc(N4CCOCC4)ccc2C3C(C)(C)C(=O)Nc2nncs2)cc1.